This data is from the Open Reaction Database (ORD), a public repository of structured organic reaction records. The task is: describe an organic reaction: reactants, conditions, products, and yield The reactants are CCOC(=O)C1CC(=O)CC1C(=O)O, Cl, N#CC1(N)CC1. Yields the product CCOC(=O)C1CC(=O)CC1C(=O)NC1(C#N)CC1. RXN SMILES: [CH2:1]([CH3:2])[O:3][C:4](=[O:5])[CH:6]1[CH:7]([C:12](=[O:13])[OH:14])[CH2:8][C:9](=[O:11])[CH2:10]1.[ClH:15].[NH2:16][C:17]1([C:20]#[N:21])[CH2:18][CH2:19]1>>[CH2:1]([CH3:2])[O:3][C:4](=[O:5])[CH:6]1[CH:7]([C:12](=[O:14])[NH:16][C:17]2([C:20]#[N:21])[CH2:18][CH2:19]2)[CH2:8][C:9](=[O:11])[CH2:10]1.